This data is from the Open Reaction Database (ORD), a public repository of structured organic reaction records. The task is: describe an organic reaction: reactants, conditions, products, and yield The reactants are C(#C)[Si](C)(C)C (Ethynyltrimethylsilane), TEA, BrC1=NC=CC=C1O (2-bromopyridin-3-ol), C(#C)[Si](C)(C)C (ethynyltrimethylsilane). Reagents/catalysts: [Cu]I (copper (I) iodide), Cl[Pd]([P](C1=CC=CC=C1)(C2=CC=CC=C2)C3=CC=CC=C3)([P](C4=CC=CC=C4)(C5=CC=CC=C5)C6=CC=CC=C6)Cl (bis(triphenylphosphine)palladium(II) chloride). Solvent: O1CCOCC1 (dioxane). Run at temperature 50 celsius, time 18 hour. Yields the product C[Si](C1=CC2=NC=CC=C2O1)(C)C (2-(trimethylsilyl)furo[3,2-b]pyridine). Reaction SMILES: Br[C:2]1[C:7]([OH:8])=[CH:6][CH:5]=[CH:4][N:3]=1.[C:9]([Si:11]([CH3:14])([CH3:13])[CH3:12])#[CH:10]>[Cu]I.Cl[Pd](Cl)([P](C1C=CC=CC=1)(C1C=CC=CC=1)C1C=CC=CC=1)[P](C1C=CC=CC=1)(C1C=CC=CC=1)C1C=CC=CC=1.O1CCOCC1>[CH3:12][Si:11]([CH3:14])([CH3:13])[C:9]1[O:8][C:7]2[C:2](=[N:3][CH:4]=[CH:5][CH:6]=2)[CH:10]=1 |^1:19,38|. Reported procedure: A sealed pressure flask was charged with 2-bromopyridin-3-ol (10.0 g, 57.5 mmol), ethynyltrimethylsilane (15.9 ml, 115 mmol), copper (I) iodide (1.09 g, 5.75 mmol), bis(triphenylphosphine)palladium(II) chloride (2.02 g, 2.87 mmol) and 7.5 mL of dioxane. Ethynyltrimethylsilane (15.9 ml, 115 mmol) and TEA (40.0 ml, 287 mmol) were added, the vial was flushed with nitrogen, and the reaction was stirred at 50° C. for 18 h. The reaction was concentrated and purified via column chromatography (gradient... The reactants are C#CC(=O)O, Cc1ccc(OCCCCO)cc1, O, Cc1ccc(S(=O)(=O)O)cc1, c1ccccc1. The product is C#CC(=O)OCCCCOc1ccc(C)cc1. Reaction SMILES: [C:14]([C:15]#[CH:16])(=[O:17])[OH:18].[CH3:1][c:2]1[cH:3][cH:4][c:5]([O:6][CH2:7][CH2:8][CH2:9][CH2:10][OH:11])[cH:12][cH:13]1.[OH2:36].[c:19]1([CH3:20])[cH:21][cH:22][c:23]([S:24]([OH:25])(=[O:26])=[O:27])[cH:28][cH:29]1.[cH:30]1[cH:31][cH:32][cH:33][cH:34][cH:35]1>>[CH3:1][c:2]1[cH:3][cH:4][c:5]([O:6][CH2:7][CH2:8][CH2:9][CH2:10][O:11][C:14]([C:15]#[CH:16])=[O:17])[cH:12][cH:13]1. The reactants are Fc1cccc(C(F)(F)F)c1Br, CCOCC, [Li], O=S=O, C1CCOC1, O=S(=O)(Cl)Cl, c1ccccc1. Product: O=S(=O)(Cl)c1c(F)cccc1C(F)(F)F. As a reaction SMILES: [Br:1][c:2]1[c:3]([F:12])[cH:4][cH:5][cH:6][c:7]1[C:8]([F:9])([F:10])[F:11].[CH3:33][CH2:34][O:35][CH2:36][CH3:37].[Li:16].[O:13]=[S:14]=[O:15].[O:22]1[CH2:23][CH2:24][CH2:25][CH2:26]1.[S:17](=[O:18])(=[O:19])([Cl:20])[Cl:21].[cH:27]1[cH:28][cH:29][cH:30][cH:31][cH:32]1>>[c:2]1([S:17](=[O:18])(=[O:19])[Cl:20])[c:3]([F:12])[cH:4][cH:5][cH:6][c:7]1[C:8]([F:9])([F:10])[F:11].